This data is from the Open Reaction Database (ORD), a public repository of structured organic reaction records. The task is: describe an organic reaction: reactants, conditions, products, and yield The reactants are CN(C)CC1=CC=C(S1)CSCCN (2-[[[5-(dimethylamino)methyl-2-thienyl]methyl]thio]ethanamine), C1(CCCCCCC1)NC(=C[N+](=O)[O-])SC (1-cyclooctylamino-1-methylthio-2-nitroethene), C(C)#N (acetonitrile). The product is CN(C)CC1=CC=C(S1)CSCCN(C(=C[N+](=O)[O-])N)C1CCCCCCC1 (N-[2-[[5-(dimethylamino)methyl-2-thienyl]methyl]thioethyl]-N-cyclooctyl-2-nitro-1,1-ethenediamine). Reaction SMILES: [CH3:1][N:2]([CH2:4][C:5]1[S:9][C:8]([CH2:10][S:11][CH2:12][CH2:13]N)=[CH:7][CH:6]=1)[CH3:3].[CH:15]1([NH:23][C:24](SC)=[CH:25][N+:26]([O-:28])=[O:27])[CH2:22][CH2:21][CH2:20][CH2:19][CH2:18][CH2:17][CH2:16]1.C(#[N:33])C>>[CH3:3][N:2]([CH2:4][C:5]1[S:9][C:8]([CH2:10][S:11][CH2:12][CH2:13][N:23]([CH:15]2[CH2:16][CH2:17][CH2:18][CH2:19][CH2:20][CH2:21][CH2:22]2)[C:24]([NH2:33])=[CH:25][N+:26]([O-:28])=[O:27])=[CH:7][CH:6]=1)[CH3:1]. Procedure: A solution of 2-[[[5-(dimethylamino)methyl-2-thienyl]methyl]thio]ethanamine (1.00 g) and 1-cyclooctylamino-1-methylthio-2-nitroethene (1.17 g) in acetonitrile (4 ml) was heated at reflux temperature for 8 days. The solvent was then evaporated in vacuo and the residue partitioned between water (25 ml) and ethyl acetate (25 ml). The aqueous phase was then extracted with ethyl acetate (2×25 ml) and the combined organic extracts were dried (Na2SO4) and evaporated in vacuo. The residue was purified b...